The task is: describe an organic reaction: reactants, conditions, products, and yield. This data is from the Open Reaction Database (ORD), a public repository of structured organic reaction records. Reactants: O=C(NCC=1C=CC=CC1)C=2C=CC=C(OCC=3C=CC=CC3)C2. The reagents and catalysts are O=C(NC1=CC=CC2=C1NC(=C2C)C)C=3C=NC(=CC3)C4=NC=CC=C4, O1B(OC(C)(C)C1(C)C)B2OC(C)(C)C(O2)(C)C, C[OH2+].C[OH2+].C1CC=CCCC=C1.C1CC=CCCC=C1.[Ir].[Ir]. Run in O1CCCC1. Conditions: temperature 60 celsius, time 96 hour. Product: O=C(NCC=1C=CC=CC1)C2=CC(OCC=3C=CC=CC3)=CC=C2B4OC(C)(C)C(O4)(C)C. Yield: 69.0%. Procedure: Isolated by chromatography using deactivated silica gel and ethyl acetate and petroleum ether (10:0.5 to 10:4.0) as the eluent. The reactants are C(C)OC(CCC1=CC(=CC=C1)N)=O (3-(3-amino-phenyl)-propionic acid ethyl ester), N(=O)[O-].[Na+] (NaNO2), O.O.Cl[Sn]Cl (SnCl2.2H2O). The solvent is Cl (HCl), Cl (HCl). Conditions: time 1 hour. The product is C(C)OC(CCC1=CC(=CC=C1)NN)=O (3-(3-hydrazino-phenyl)-propionic acid ethyl ester). Reaction SMILES: [CH2:1]([O:3][C:4](=[O:14])[CH2:5][CH2:6][C:7]1[CH:12]=[CH:11][CH:10]=[C:9]([NH2:13])[CH:8]=1)[CH3:2].[N:15]([O-])=O.[Na+].O.O.Cl[Sn]Cl>Cl>[CH2:1]([O:3][C:4](=[O:14])[CH2:5][CH2:6][C:7]1[CH:12]=[CH:11][CH:10]=[C:9]([NH:13][NH2:15])[CH:8]=1)[CH3:2] |f:1.2,3.4.5|. Procedure details: To a solution of 3-(3-amino-phenyl)-propionic acid ethyl ester (14 g, 72.5 mmol) in concentrated HCl (200 mL) was added an aqueous solution (10 mL) of NaNO2 (5 g, 72.5 mmol) at 0° C. and the resulting mixture was stirred for 1 h. A solution of SnCl2.2H2O (33 g, 145 mmol) in concentrated HCl (150 mL) was then added at 0° C. The reaction solution was stirred for an additional 2 h at RT. The precipitate was filtered and washed with ethanol and ether to give 3-(3-hydrazino-phenyl)-propionic acid eth... Starting materials: C(C)(C)(C)OC(=O)N1[C@H](CCC1)CO ((R)-2-(hydroxymethyl)pyrrolidine-1-carboxylic acid tert-butyl ester), C1=CC(=CC=C1COC(=O)/N=N\C(=O)OCC2=CC=C(C=C2)Cl)Cl (di-(4-chlorobenzyl)azodicarboxylate), C1(=CC=CC=C1)P(C1=CC=CC=C1)C1=CC=CC=C1 (triphenylphosphine), BrC=1C=C(C=NC1)O (5-bromopyridin-3-ol). The product is C(C)(C)(C)OC(=O)N1[C@H](CCC1)COC=1C=NC=C(C1)Br ((R)-2-((5-Bromopyridin-3-yloxy)methyl)pyrrolidine-1-carboxylic acid tert-butyl ester). Reaction SMILES: [Br:1][C:2]1[CH:3]=[C:4]([OH:8])[CH:5]=[N:6][CH:7]=1.[C:9]([O:13][C:14]([N:16]1[CH2:20][CH2:19][CH2:18][C@@H:17]1[CH2:21]O)=[O:15])([CH3:12])([CH3:11])[CH3:10].C1C(COC(/N=N\C(OCC2C=CC(Cl)=CC=2)=O)=O)=CC=C(Cl)C=1.C1(P(C2C=CC=CC=2)C2C=CC=CC=2)C=CC=CC=1>>[C:9]([O:13][C:14]([N:16]1[CH2:20][CH2:19][CH2:18][C@@H:17]1[CH2:21][O:8][C:4]1[CH:5]=[N:6][CH:7]=[C:2]([Br:1])[CH:3]=1)=[O:15])([CH3:12])([CH3:10])[CH3:11]. Procedure details: In analogy to the procedure described for the preparation of intermediate A-7, 5-bromopyridin-3-ol was reacted with (R)-2-(hydroxymethyl)pyrrolidine-1-carboxylic acid tert-butyl ester in presence of di-(4-chlorobenzyl)azodicarboxylate and triphenylphosphine to give the title compound as an orange oil. MS: 357.3 and 359.3 (M+H+). Reactants: O[C@H]([C@H](C(=O)N1C(OC[C@H]1CC1=CC=CC=C1)=O)C)[C@@H]([C@H]([C@H](\C=C/C=C)C)OCC1=CC=C(C=C1)OC)C ((4R)-3-[(2R,3S,4S,5S,6S,7Z)-3-hydroxy-5-[(4-methoxyphenyl)methoxy]-2,4,6-trimethyl-1-oxo-7,9-decadienyl]-4-(phenylmethyl)-2-oxazolidinone), N1=C(C=CC=C1C)C (2,6-lutidine), C(Cl)Cl (methylene chloride), [Si](C)(C)(C(C)(C)C)OS(=O)(=O)C(F)(F)F (TBSOTf), resultant mixture. The solvent is CCOCC (ether). Yields the product CC(C)(C)[Si](O[C@H]([C@H](C(=O)N1C(OC[C@H]1CC1=CC=CC=C1)=O)C)[C@@H]([C@H]([C@H](\C=C/C=C)C)OCC1=CC=C(C=C1)OC)C)(C)C ((4R)-3-[(2R,3S,4R,5S,6S,7Z)-3-[[(1,1-dimethylethyl)dimethylsilyl]oxy]-5-[(4-methoxyphenyl)methoxy]-2,4,6-trimethyl-1-oxo-7,9-decadienyl]4-(phenylmethyl)-2-oxazolidinone). Yield: 86.7%. As a reaction SMILES: [OH:1][C@@H:2]([C@H:20]([CH3:38])[C@@H:21]([O:28][CH2:29][C:30]1[CH:35]=[CH:34][C:33]([O:36][CH3:37])=[CH:32][CH:31]=1)[C@@H:22]([CH3:27])/[CH:23]=[CH:24]\[CH:25]=[CH2:26])[C@@H:3]([CH3:19])[C:4]([N:6]1[C@H:10]([CH2:11][C:12]2[CH:17]=[CH:16][CH:15]=[CH:14][CH:13]=2)[CH2:9][O:8][C:7]1=[O:18])=[O:5].N1C(C)=CC=CC=1C.C(Cl)Cl.[Si:50](OS(C(F)(F)F)(=O)=O)([C:53]([CH3:56])([CH3:55])[CH3:54])([CH3:52])[CH3:51]>CCOCC>[CH3:54][C:53]([Si:50]([CH3:52])([CH3:51])[O:1][C@@H:2]([C@H:20]([CH3:38])[C@@H:21]([O:28][CH2:29][C:30]1[CH:31]=[CH:32][C:33]([O:36][CH3:37])=[CH:34][CH:35]=1)[C@@H:22]([CH3:27])/[CH:23]=[CH:24]\[CH:25]=[CH2:26])[C@@H:3]([CH3:19])[C:4]([N:6]1[C@H:10]([CH2:11][C:12]2[CH:13]=[CH:14][CH:15]=[CH:16][CH:17]=2)[CH2:9][O:8][C:7]1=[O:18])=[O:5])([CH3:56])[CH3:55]. Procedure details: A solution of (4R)-3-[(2R,3S,4S,5S,6S,7Z)-3-hydroxy-5-[(4-methoxyphenyl)methoxy]-2,4,6-trimethyl-1-oxo-7,9-decadienyl]-4-(phenylmethyl)-2-oxazolidinone (3.4 g, 6.53 mmol), 2,6-lutidine (3.5 g, 32.65 mmol) and methylene chloride (100 mL) is cooled to 0° C. TBSOTf (7.12 g, 26.94 mmol)is added over 30 min and the resultant mixture is allowed to react overnight at 0° C. The mixture is diluted with ether (300 mL), washed with aqueous NaHSO4, brine, and concentrated. Flash chromatography affords the d... Reactants: C=C1OC(=O)C2CCC1C2, CC#N, CCN(C(C)C)C(C)C, N#C[K]. Yields the product CC[NH+](C(C)C)C(C)C, O=C1C=C(O)C2CCC1C2. RXN SMILES: [CH2:1]=[C:2]1[O:3][C:4](=[O:10])[CH:5]2[CH2:6][CH2:7][CH:8]1[CH2:9]2.[CH3:23][C:24]#[N:25].[CH:11]([CH3:12])([CH3:13])[N:14]([CH:15]([CH3:16])[CH3:17])[CH2:18][CH3:19].[K:20][C:21]#[N:22]>>[CH:11]([CH3:12])([CH3:13])[NH+:14]([CH:15]([CH3:16])[CH3:17])[CH2:18][CH3:19].[CH:1]1=[C:2]([OH:3])[CH:8]2[CH2:7][CH2:6][CH:5]([C:4]1=[O:10])[CH2:9]2. The reactants are C(C)N(CCN)CC (2-diethylaminoethylamine), C(#N)[BH3-].[Na+] (sodium cyanoborohydride), C(C)OC(C(=O)C1=C(C=C(C=C1)Cl)C(C1=CC=CC=C1)=O)=O (o-benzoyl-p-chlorophenylglyoxylic acid ethyl ester), 5-N, Cl (hydrochloric acid), Cl (hydrochloric acid). The solvent is CO (methanol), CO (methanol). Run at time 0.5 hour. The product is Cl.C(C)OC(=O)C=1N(C(=C2C=C(C=CC12)Cl)C1=CC=CC=C1)CCN(CC)CC (5-chloro-2-[2-(diethylamino)ethyl]-3-phenylisoindole-1-carboxylic acid ethyl ester hydrochloride). Reaction SMILES: [CH2:1]([N:3]([CH2:7][CH3:8])[CH2:4][CH2:5][NH2:6])[CH3:2].Cl.[CH2:10]([O:12][C:13](=[O:31])[C:14]([C:16]1[CH:21]=[CH:20][C:19]([Cl:22])=[CH:18][C:17]=1[C:23](=O)[C:24]1[CH:29]=[CH:28][CH:27]=[CH:26][CH:25]=1)=O)[CH3:11].C([BH3-])#N.[Na+]>CO>[ClH:22].[CH2:10]([O:12][C:13]([C:14]1[N:6]([CH2:5][CH2:4][N:3]([CH2:7][CH3:8])[CH2:1][CH3:2])[C:23]([C:24]2[CH:29]=[CH:28][CH:27]=[CH:26][CH:25]=2)=[C:17]2[C:16]=1[CH:21]=[CH:20][C:19]([Cl:22])=[CH:18]2)=[O:31])[CH3:11] |f:3.4,6.7|. Reported procedure: A solution of 3.5 g. of 2-diethylaminoethylamine in 10 ml. of methanol is treated with 2 ml. of 5-N methanolic hydrochloric acid. Then, there are added successively under argon at 20°-25° C. a solution of 1.6 g. of o-benzoyl-p-chlorophenylglyoxylic acid ethyl ester in 5 ml. of methanol and 0.2 g. of sodium cyanoborohydride and the mixture is stirred for an additional 7 hours at room temperature. While cooling with ice, the mixture is made acidic with concentrated hydrochloric acid, stirred for a... Starting materials: CCO, CCOC(=O)c1cc2c([N+](=O)[O-])cccc2[nH]1. Product: CCOC(=O)c1cc2c(N)cccc2[nH]1. RXN SMILES: [CH3:18][CH2:19][OH:20].[N+:1]([O-:2])(=[O:3])[c:4]1[c:5]2[cH:6][c:7]([C:13](=[O:14])[O:15][CH2:16][CH3:17])[nH:8][c:9]2[cH:10][cH:11][cH:12]1>>[NH2:1][c:4]1[c:5]2[cH:6][c:7]([C:13](=[O:14])[O:15][CH2:16][CH3:17])[nH:8][c:9]2[cH:10][cH:11][cH:12]1. Product: C1(CCCCC1)[C@](O)(C1=NN(C=N1)CC1CCNCC1)C1=CC=CC=C1 ((R)-cyclohexyl(phenyl)[1-(piperidin-4-ylmethyl)-1H-1,2,4-triazol-3-yl]methanol). Procedure details: Tert-butyl4-({3-[(R)-cyclohexyl(hydroxy)phenylmethyl]-1H-1,2,4-triazol-1-yl}methyl)piperidine-1-carboxylate (Preparation 3, 5.60 g, 12.3 mmol) was dissolved in DCM (31 ml) and 2M HCl in ether (31 ml, 60 mmol) added. After stirring at room temperature for 5 hours the solvent was removed in vacuo, and the residue partitioned between dichloromethane (200 ml) and saturated aqueous sodium bicarbonate solution (200 ml). The organic layer was separated, dried over magnesium sulphate, filtered and the s... RXN SMILES: C(OC([N:8]1[CH2:13][CH2:12][CH:11]([CH2:14][N:15]2[CH:19]=[N:18][C:17]([C@:20]([CH:28]3[CH2:33][CH2:32][CH2:31][CH2:30][CH2:29]3)([OH:27])[C:21]3[CH:26]=[CH:25][CH:24]=[CH:23][CH:22]=3)=[N:16]2)[CH2:10][CH2:9]1)=O)(C)(C)C.Cl.CCOCC>C(Cl)Cl>[CH:28]1([C@@:20]([C:21]2[CH:26]=[CH:25][CH:24]=[CH:23][CH:22]=2)([C:17]2[N:18]=[CH:19][N:15]([CH2:14][CH:11]3[CH2:12][CH2:13][NH:8][CH2:9][CH2:10]3)[N:16]=2)[OH:27])[CH2:33][CH2:32][CH2:31][CH2:30][CH2:29]1. Isolated yield 92.0%. Reactants: Cl (HCl), CCOCC (ether), C(C)(C)(C)OC(=O)N1CCC(CC1)CN1N=C(N=C1)[C@@](C1=CC=CC=C1)(O)C1CCCCC1 (Tert-butyl4-({3-[(R)-cyclohexyl(hydroxy)phenylmethyl]-1H-1,2,4-triazol-1-yl}methyl)piperidine-1-carboxylate). Reaction conditions: time 5 hour. Run in C(Cl)Cl (DCM).